Dataset: the Open Reaction Database (ORD), a public repository of structured organic reaction records. Task: describe an organic reaction: reactants, conditions, products, and yield Starting materials: C(C)(=O)N1CCC2=CC(=C(C=C12)S(=O)(=O)Cl)Br (1-acetyl-5-bromo-2,3-dihydro-1H-indole-6-sulfonyl chloride), N1CCCC1 (pyrrolidine). The solvent is C1CCOC1 (THF). Run at temperature 20 celsius, time 18 hour. The product is BrC=1C=C2CCN(C2=CC1S(=O)(=O)N1CCCC1)C(C)=O (1-[5-Bromo-6-(pyrrolidine-1-sulfonyl)-2,3-dihydro-indol-1-yl]-ethanone). Isolated yield 74.6%. Reaction SMILES: [C:1]([N:4]1[C:12]2[C:7](=[CH:8][C:9]([Br:17])=[C:10]([S:13](Cl)(=[O:15])=[O:14])[CH:11]=2)[CH2:6][CH2:5]1)(=[O:3])[CH3:2].[NH:18]1[CH2:22][CH2:21][CH2:20][CH2:19]1>C1COCC1>[Br:17][C:9]1[CH:8]=[C:7]2[C:12](=[CH:11][C:10]=1[S:13]([N:18]1[CH2:22][CH2:21][CH2:20][CH2:19]1)(=[O:15])=[O:14])[N:4]([C:1](=[O:3])[CH3:2])[CH2:5][CH2:6]2. Procedure: A mixture of 1-acetyl-5-bromo-2,3-dihydro-1H-indole-6-sulfonyl chloride (0.25 g, 0.74 mmol), pyrrolidine (0.156 g, 2.2 mmol) and THF (10 mL) was stirred at 20° C. for 18 h then was partitioned between water (50 mL) and EtOAc (2×50 mL). The combined organic extracts were dried (Na2SO4) and evaporated in vacuo to give a solid. Chromatography (SiO2; gradient elution with 50-100% EtOAc in petrol) gave the title compound (0.206 g) as a colourless solid. MS: [M+H]+=373.